Dataset: the Open Reaction Database (ORD), a public repository of structured organic reaction records. Task: describe an organic reaction: reactants, conditions, products, and yield Starting materials: CCOC(=O)c1ccc(F)c2occc12, CO, [Na+], [OH-], O. The product is O=C(O)c1ccc(F)c2occc12. RXN SMILES: [CH2:1]([CH3:2])[O:3][C:4](=[O:5])[c:6]1[cH:7][cH:8][c:9]([F:15])[c:10]2[c:11]1[cH:12][cH:13][o:14]2.[CH3:18][OH:19].[Na+:17].[OH-:16].[OH2:20]>>[O:3]=[C:4]([OH:5])[c:6]1[cH:7][cH:8][c:9]([F:15])[c:10]2[c:11]1[cH:12][cH:13][o:14]2. Reactants: O=C(OC1CCc2[nH]c3ccccc3c2C1)c1ccccc1, CN(C)C=O, CN(C)CCCl, [H-], [Na+], c1ccccc1. Yields the product CN(C)CCn1c2c(c3ccccc31)CC(OC(=O)c1ccccc1)CC2. Reaction SMILES: [C:1]([c:2]1[cH:3][cH:4][cH:5][cH:6][cH:7]1)(=[O:8])[O:9][CH:10]1[CH2:11][CH2:12][c:13]2[nH:14][c:15]3[cH:16][cH:17][cH:18][cH:19][c:20]3[c:21]2[CH2:22]1.[CH3:25][N:26]([CH3:27])[CH:28]=[O:29].[CH3:30][N:31]([CH3:32])[CH2:33][CH2:34][Cl:35].[H-:23].[Na+:24].[cH:36]1[cH:37][cH:38][cH:39][cH:40][cH:41]1>>[C:1]([c:2]1[cH:3][cH:4][cH:5][cH:6][cH:7]1)(=[O:8])[O:9][CH:10]1[CH2:11][CH2:12][c:13]2[n:14]([CH2:34][CH2:33][N:31]([CH3:30])[CH3:32])[c:15]3[cH:16][cH:17][cH:18][cH:19][c:20]3[c:21]2[CH2:22]1. Reactants: [Li]CCCC, Cc1ccccc1, CCCCCC, CCCCCC(C=CI)OC(c1ccccc1)(c1ccccc1)c1ccccc1. Yields the product [Li]C=CC(CCCCC)OC(c1ccccc1)(c1ccccc1)c1ccccc1. Reaction SMILES: [CH2:37]([CH2:38][CH2:39][CH3:40])[Li:41].[CH3:30][c:31]1[cH:32][cH:33][cH:34][cH:35][cH:36]1.[CH3:42][CH2:43][CH2:44][CH2:45][CH2:46][CH3:47].[I:1][CH:2]=[CH:3][CH:4]([CH2:5][CH2:6][CH2:7][CH2:8][CH3:9])[O:10][C:11]([c:12]1[cH:13][cH:14][cH:15][cH:16][cH:17]1)([c:18]1[cH:19][cH:20][cH:21][cH:22][cH:23]1)[c:24]1[cH:25][cH:26][cH:27][cH:28][cH:29]1>>[CH:2](=[CH:3][CH:4]([CH2:5][CH2:6][CH2:7][CH2:8][CH3:9])[O:10][C:11]([c:12]1[cH:13][cH:14][cH:15][cH:16][cH:17]1)([c:18]1[cH:19][cH:20][cH:21][cH:22][cH:23]1)[c:24]1[cH:25][cH:26][cH:27][cH:28][cH:29]1)[Li:41]. Starting materials: CC(C)c1nc(-c2cccc(NS(=O)(=O)c3c(F)cccc3F)c2)c(-c2ccnc(Cl)n2)s1, CC(C)(C)c1nc(-c2cccc(N)c2F)c(-c2ccnc(N)n2)s1, O=S(=O)(Cl)c1ccoc1. Yields the product CC(C)(C)c1nc(-c2cccc(NS(=O)(=O)c3ccoc3)c2F)c(-c2ccnc(N)n2)s1. RXN SMILES: [Cl:1][c:2]1[n:3][c:4](-[c:5]2[s:6][c:7]([CH:8]([CH3:9])[CH3:10])[n:11][c:12]2-[c:13]2[cH:14][c:15]([NH:16][S:17]([c:18]3[c:19]([F:20])[cH:21][cH:22][cH:23][c:24]3[F:25])(=[O:26])=[O:27])[cH:28][cH:29][cH:30]2)[cH:31][cH:32][n:33]1.[NH2:34][c:35]1[c:36]([F:57])[c:37](-[c:41]2[n:42][c:43]([C:53]([CH3:54])([CH3:55])[CH3:56])[s:44][c:45]2-[c:46]2[n:47][c:48]([NH2:52])[n:49][cH:50][cH:51]2)[cH:38][cH:39][cH:40]1.[o:58]1[cH:59][c:60]([S:63](=[O:64])(=[O:65])[Cl:66])[cH:61][cH:62]1>>[NH:34]([c:35]1[c:36]([F:57])[c:37](-[c:41]2[n:42][c:43]([C:53]([CH3:54])([CH3:55])[CH3:56])[s:44][c:45]2-[c:46]2[n:47][c:48]([NH2:52])[n:49][cH:50][cH:51]2)[cH:38][cH:39][cH:40]1)[S:63]([c:60]1[cH:59][o:58][cH:62][cH:61]1)(=[O:64])=[O:65]. Starting materials: C1CSCCN1, CO, COC(=O)c1ccc2c(Cl)ncnc2c1. Product: COC(=O)c1ccc2c(N3CCSCC3)ncnc2c1. RXN SMILES: [CH2:16]1[CH2:17][S:18][CH2:19][CH2:20][NH:21]1.[CH3:22][OH:23].[Cl:1][c:2]1[n:3][cH:4][n:5][c:6]2[cH:7][c:8]([C:12](=[O:13])[O:14][CH3:15])[cH:9][cH:10][c:11]12>>[c:2]1([N:21]2[CH2:16][CH2:17][S:18][CH2:19][CH2:20]2)[n:3][cH:4][n:5][c:6]2[cH:7][c:8]([C:12](=[O:13])[O:14][CH3:15])[cH:9][cH:10][c:11]12. Starting materials: C1COC(CC2=CC=C(C=C2)C=O)(C)O1 (4-formylphenylpropan-2-one-2-ethylene acetal), C(=O)(OCC)C(C)=P(C1=CC=CC=C1)(C1=CC=CC=C1)C1=CC=CC=C1 (1-carboethoxyethylidenetriphenylphosphorane). Run in O1CCCC1 (tetrahydrofuran). Yields the product C(=O)(OCC)C(=CC1=CC=C(C=C1)CC(C)=O)C (4-{2-Carboethoxy-2-methylethenyl}phenylpropan-2-one), ethylene acetal. RXN SMILES: C1[O:15][C:4]([CH3:14])([CH2:5][C:6]2[CH:11]=[CH:10][C:9]([CH:12]=O)=[CH:8][CH:7]=2)OC1.[C:16]([C:21](=P(C1C=CC=CC=1)(C1C=CC=CC=1)C1C=CC=CC=1)[CH3:22])([O:18][CH2:19][CH3:20])=[O:17]>O1CCCC1>[C:16]([C:21]([CH3:22])=[CH:12][C:9]1[CH:8]=[CH:7][C:6]([CH2:5][C:4](=[O:15])[CH3:14])=[CH:11][CH:10]=1)([O:18][CH2:19][CH3:20])=[O:17]. Procedure: A mixture of 4-formylphenylpropan-2-one-2-ethylene acetal (3.11 g) and 1-carboethoxyethylidenetriphenylphosphorane (5.47 g) was refluxed in tetrahydrofuran under nitrogen for 1 h. The solvent was evaporated and the residue chromatographed on alumina (200 g). Elution with dichloromethane gave the title compound as the ethylene acetal (1.7 g). This was dissolved in ethanol-2 N hydrochloric acid and stirred at ambient temperature until tlc showed no acetal present. The aqueous was extracted with et...